Dataset: the Open Reaction Database (ORD), a public repository of structured organic reaction records. Task: describe an organic reaction: reactants, conditions, products, and yield Reactants: COC=1C=C(C=CC1OC)NC1=NC=CC=C1C(C)=O (1-(2-(3,4-dimethoxyphenylamino)pyridin-3-yl)ethanone), Ba(OH)2, 8h, COC=1C=C(C=O)C=C(C1OC)OC (3,4,5-trimethoxybenzaldehyde), COC1=CC=C(C=C1)NC1=NC=CC=C1C=CC(=O)C1=CC(=C(C(=C1)OC)OC)OC (3-(2-(4-Methoxyphenylamino) pyridin-3-yl)-1-(3,4,5-trimethoxyphenyl)prop-2-en-1-one), Cl (HCl). The solvent is CO (methanol). Reaction conditions: time 5 minute. The product is COC=1C=C(C=CC1OC)NC1=NC=CC=C1C(C=CC1=CC(=C(C(=C1)OC)OC)OC)=O (1-(2-(3,4-Dimethoxyphenylamino)pyridin-3-yl)-3-(3,4,5-trimethoxyphenyl) prop-2-en-1-one). Yield: 90.8%. RXN SMILES: [CH3:1][O:2][C:3]1[CH:4]=[C:5]([NH:11][C:12]2[C:17]([C:18](=[O:20])[CH3:19])=[CH:16][CH:15]=[CH:14][N:13]=2)[CH:6]=[CH:7][C:8]=1[O:9][CH3:10].[CH3:21][O:22][C:23]1[CH:24]=[C:25]([CH:28]=[C:29]([O:33][CH3:34])[C:30]=1[O:31][CH3:32])[CH:26]=O.COC1C=CC(NC2C(C=CC(C3C=C(OC)C(OC)=C(OC)C=3)=O)=CC=CN=2)=CC=1.Cl>CO>[CH3:1][O:2][C:3]1[CH:4]=[C:5]([NH:11][C:12]2[C:17]([C:18](=[O:20])[CH:19]=[CH:26][C:25]3[CH:28]=[C:29]([O:33][CH3:34])[C:30]([O:31][CH3:32])=[C:23]([O:22][CH3:21])[CH:24]=3)=[CH:16][CH:15]=[CH:14][N:13]=2)[CH:6]=[CH:7][C:8]=1[O:9][CH3:10]. Procedure: To a solution of 1-(2-(3,4-dimethoxyphenylamino)pyridin-3-yl)ethanone (100 mg, 0.367 mmol) in methanol (5 mL) was added 2N Ba(OH)2 solution (2 ml) and stirred for 5 minutes. Then added 3,4,5-trimethoxybenzaldehyde (71.93 mg, 0.0.367 mmol) and the reaction mixture was stirred at a temperature of 30° C. for 6h and the reaction was monitored by TLC. After 8h the reaction mixture is acidified with 2N HCl. The resulting precipitate was filtered, washed thoroughly with water and dried over anhydrous C... Starting materials: [Al+3], CCOCC, CCOC(C)=O, Cl, COC(=O)c1c(OC)c(F)c(C)c(F)c1OC, [H-], [H-], [H-], [H-], [H-], [Li+], O. The product is COc1c(F)c(C)c(F)c(OC)c1CO. RXN SMILES: [Al+3:2].[CH3:26][CH2:27][O:28][CH2:29][CH3:30].[CH3:32][CH2:33][O:34][C:35](=[O:36])[CH3:37].[ClH:25].[F:7][c:8]1[c:9]([O:22][CH3:23])[c:10]([C:11](=[O:12])[O:13][CH3:14])[c:15]([O:20][CH3:21])[c:16]([F:19])[c:17]1[CH3:18].[H-:1].[H-:24].[H-:4].[H-:5].[H-:6].[Li+:3].[OH2:31]>>[F:7][c:8]1[c:9]([O:22][CH3:23])[c:10]([CH2:11][OH:12])[c:15]([O:20][CH3:21])[c:16]([F:19])[c:17]1[CH3:18]. Starting materials: O=C1CCC(=O)N1Br, O=C(OOC(=O)c1ccccc1)c1ccccc1, ClC(Cl)(Cl)Cl, Cc1ccc2ccoc2c1. Yields the product BrCc1ccc2ccoc2c1. As a reaction SMILES: [Br:11][N:12]1[C:13](=[O:14])[CH2:15][CH2:16][C:17]1=[O:18].[C:19]([O:20][O:21][C:22](=[O:23])[c:24]1[cH:25][cH:26][cH:27][cH:28][cH:29]1)(=[O:30])[c:31]1[cH:32][cH:33][cH:34][cH:35][cH:36]1.[C:37]([Cl:38])([Cl:39])([Cl:40])[Cl:41].[CH3:1][c:2]1[cH:3][c:4]2[c:5]([cH:6][cH:7][o:8]2)[cH:9][cH:10]1>>[CH2:1]([c:2]1[cH:3][c:4]2[c:5]([cH:6][cH:7][o:8]2)[cH:9][cH:10]1)[Br:11]. Starting materials: [H-].[H-].[H-].[H-].[Li+].[Al+3] (LiAlH4), Example 22, 9m, C1(CCCCC1)/C=C/C=1C=C(OC1)C(CC#N)O ((E)-3-(4-(2-cyclohexylvinyl)furan-2-yl)-3-hydroxypropanenitrile), N.CO.C(Cl)Cl (NH3 MeOH CH2Cl2). The product is NCCC(O)C=1OC=C(C1)\C=C\C1CCCCC1 ((E)-3-amino-1-(4-(2-cyclohexylvinyl)furan-2-yl)propan-1-ol). Reaction SMILES: [H-].[H-].[H-].[H-].[Li+].[Al+3].[CH:7]1(/[CH:13]=[CH:14]/[C:15]2[CH:16]=[C:17]([CH:20]([OH:24])[CH2:21][C:22]#[N:23])[O:18][CH:19]=2)[CH2:12][CH2:11][CH2:10][CH2:9][CH2:8]1.N.CO.C(Cl)Cl>>[NH2:23][CH2:22][CH2:21][CH:20]([C:17]1[O:18][CH:19]=[C:15](/[CH:14]=[CH:13]/[CH:7]2[CH2:12][CH2:11][CH2:10][CH2:9][CH2:8]2)[CH:16]=1)[OH:24] |f:0.1.2.3.4.5,7.8.9|. Reported procedure: LiAlH4 reduction of (E)-3-(4-(2-cyclohexylvinyl)furan-2-yl)-3-hydroxypropanenitrile following the method used in Example 1 gave after flash chromatography purification (2%-20% 7N NH3/MeOH—CH2Cl2 gradient) Example 22 as a colorless oil. Yield (0.07 g, 53%); 1H NMR (400 MHz, CD3OD) δ 7.34 (s, 1H), 6.41 (s, 1H), 6.17 (d, J=17.2 Hz, 1H), 5.88 (dd, J=7.3, 16.1 Hz, 1H), 4.67 (t, J=6.9 Hz, 1H), 2.67-2.80 (m, 2H), 2.00-2.10 9m, 1H), 1.90-2.00 (m, 2H), 1.63-1.81 (m, 5H), 1.10-1.40 (m, 5H); RP-HPLC tR=10.... Reactants: CI, O=c1[nH]c2ccc(Cl)cc2c(=O)o1, [H-], [Na+], CN(C)C=O, O. Yields the product Cn1c(=O)oc(=O)c2cc(Cl)ccc21. As a reaction SMILES: [CH3:16][I:17].[Cl:1][c:2]1[cH:3][c:4]2[c:5]([nH:6][c:7](=[O:11])[o:8][c:9]2=[O:10])[cH:12][cH:13]1.[H-:14].[Na+:15].[O:19]=[CH:20][N:21]([CH3:22])[CH3:23].[OH2:18]>>[Cl:1][c:2]1[cH:3][c:4]2[c:5]([n:6]([CH3:16])[c:7](=[O:11])[o:8][c:9]2=[O:10])[cH:12][cH:13]1. Yields the product ClC1=C(C(=O)NC2=NN(C=C2)CC2=C(C=CC=C2)C(F)(F)F)C(=CC=C1)Cl (2,6-Dichloro-N-(1-{[2-(trifluoromethyl)phenyl]methyl}-1H-pyrazol-3-yl)benzamide). As a reaction SMILES: C[Si]([N-][Si](C)(C)C)(C)C.[Li+].[Cl:11][C:12]1[CH:25]=[CH:24][CH:23]=[C:22]([Cl:26])[C:13]=1[C:14]([NH:16][C:17]1[CH:21]=[CH:20][NH:19][N:18]=1)=[O:15].Br[CH2:28][C:29]1([CH:36]=[CH:35][CH:34]=[CH:33][CH:32]1[C:37]([F:40])([F:39])[F:38])CBr>C1COCC1.CS(C)=O>[Cl:11][C:12]1[CH:25]=[CH:24][CH:23]=[C:22]([Cl:26])[C:13]=1[C:14]([NH:16][C:17]1[CH:21]=[CH:20][N:19]([CH2:28][C:29]2[CH:36]=[CH:35][CH:34]=[CH:33][C:32]=2[C:37]([F:38])([F:39])[F:40])[N:18]=1)=[O:15] |f:0.1|. Starting materials: BrCC1(CBr)C(C=CC=C1)C(F)(F)F (1-(bromomethyl)-2-(trifluoromethyl)benzyl bromide), C[Si](C)(C)[N-][Si](C)(C)C.[Li+] (lithium bis(trimethylsilyl)amide), ClC1=C(C(=O)NC2=NNC=C2)C(=CC=C1)Cl (2,6-dichloro-N-1H-pyrazol-3-ylbenzamide), Intermediate 44. Run at time 2 hour. Procedure details: 1.0 M lithium bis(trimethylsilyl)amide (100 μl, 0.1 mmol, Aldrich) was slowly added to a solution of 2,6-dichloro-N-1H-pyrazol-3-ylbenzamide (for a preparation see Intermediate 44)(26 mg, 0.1 mmol) in THF (400 μl). The resulting solution was then transferred to a solution of 1-(bromomethyl)-2-(trifluoromethyl)benzyl bromide (24.7 mg, 0.1 mmol, Apollo Scientific Limited) in THF (200 μl) and stirred for 2 h under nitrogen at ambient temperature. The mixture was diluted with DMSO (0.6 ml) and purif... The solvent is CS(=O)C (DMSO), C1CCOC1 (THF), C1CCOC1 (THF). Starting materials: ClC1=NC=CC=C1OCCOC1OCCCC1 (2-Chloro-3-[2-(tetrahydro-2H-pyran-2-yloxy)ethoxy]pyridine), OC1CCN(CC1)C (4-hydroxy-N-methylpiperidine), CC(C)([O-])C.[K+] (potassium tert-butoxide), C(C)(C)(C)O (tert-butanol). The solvent is C1(=CC=CC=C1)C (toluene). Run at temperature 50 celsius, time 2 day. Product: CN1CCC(CC1)OC1=NC=CC=C1OCCO (2-({2-[(1-Methylpiperidin-4-yl)oxy]pyridin-3-yl}oxy)ethanol). Isolated yield 64.1%. RXN SMILES: Cl[C:2]1[C:7]([O:8][CH2:9][CH2:10][O:11]C2CCCCO2)=[CH:6][CH:5]=[CH:4][N:3]=1.[OH:18][CH:19]1[CH2:24][CH2:23][N:22]([CH3:25])[CH2:21][CH2:20]1.CC(C)([O-])C.[K+].C(O)(C)(C)C>C1(C)C=CC=CC=1>[CH3:25][N:22]1[CH2:23][CH2:24][CH:19]([O:18][C:2]2[C:7]([O:8][CH2:9][CH2:10][OH:11])=[CH:6][CH:5]=[CH:4][N:3]=2)[CH2:20][CH2:21]1 |f:2.3|. Reported procedure: A solution of 2-chloro-3-[2-(tetrahydro-2H-pyran-2-yloxy)ethoxy]pyridine (from Example 4; 100 mg, 0.39 mmol), 4-hydroxy-N-methylpiperidine (67 μl, 0.58 mmol) and 1.0 M potassium tert-butoxide in tert-butanol (0.8 mL, 0.80 mmol) in 4 mL of toluene was heated at 100° C. for 1 day. The organic phase was washed with 3×2 mL of water and 2 mL of brine. The organic phase was shaken at 50° C. with 4 mL of 2.0 M acetic acid for 2 days. The aqueous phase was washed with 3×3 mL of ethyl acetate, made basic... Starting materials: CC(CCO)(CCO)C (3,3-dimethyl-pentane-1,5-diol), O (Water), BrCCO[Si](C)(C)C(C)(C)C ((2-bromoethoxy)-tert-butyldimethylsilane), [H-].[Na+] (NaH). The solvent is CN(C=O)C (dimethylformamide). Conditions: time 15 minute. Product: C(C)(C)(C)[Si](OCCOCCC(CCO)(C)C)(C)C (5-[2-(tert-butyl-dimethyl-silanyloxy)-ethoxy]-3,3-dimethyl-pentan-1-ol). Yield: 9.4%. Reaction SMILES: [CH3:1][C:2]([CH3:9])([CH2:6][CH2:7][OH:8])[CH2:3][CH2:4][OH:5].[H-].[Na+].Br[CH2:13][CH2:14][O:15][Si:16]([C:19]([CH3:22])([CH3:21])[CH3:20])([CH3:18])[CH3:17].O>CN(C)C=O>[C:19]([Si:16]([CH3:18])([CH3:17])[O:15][CH2:14][CH2:13][O:5][CH2:4][CH2:3][C:2]([CH3:9])([CH3:1])[CH2:6][CH2:7][OH:8])([CH3:22])([CH3:21])[CH3:20] |f:1.2|. Reported procedure: Step A To the solution of 3,3-dimethyl-pentane-1,5-diol (1.5 g, 11 mmol) prepared in Example 116a Step A. in anhydrous dimethylformamide (15 mL) was added NaH (60%, 0.68 g, 17 mmol). The mixture was stirred at room temperature for 15 min, then (2-bromoethoxy)-tert-butyldimethylsilane (3.3 g, 14 mmol) was added. The mixture was stirred at room temperature for 1 h. Water was added. The mixture was extracted with ethyl acetate twice. The combined organic layers were washed with brine, dried over Mg...